Dataset: the Open Reaction Database (ORD), a public repository of structured organic reaction records. Task: describe an organic reaction: reactants, conditions, products, and yield Reactants: OC1=C(C(N(C2=CC=CC=C12)NCC(C)C)=O)C1=NS(C2=C(N1)C=CC(=C2)O)(=O)=O (4-hydroxy-3-(7-hydroxy-1,1-dioxido-4H-1,2,4-benzothiadiazin-3-yl)-1-(isobutylamino)quinolin-2(1H)-one), C([O-])([O-])=O.[Cs+].[Cs+] (cesium carbonate), BrC1=NC=C(C=C1)Br (2,5-dibromopyridine). Solvent: CS(=O)C (dimethylsulfoxide). Conditions: temperature 110 celsius. Yields the product BrC=1C=CC(=NC1)OC1=CC2=C(NC(=NS2(=O)=O)C=2C(N(C3=CC=CC=C3C2O)NCC(C)C)=O)C=C1 (3-{7-[(5-bromopyridin-2-yl)oxy]-1,1-dioxido-4H-1,2,4-benzothiadiazin-3-yl}-4-hydroxy-1-(isobutylamino)quinolin-2(1H)-one). Isolated yield 64.6%. Reaction SMILES: [OH:1][C:2]1[C:11]2[C:6](=[CH:7][CH:8]=[CH:9][CH:10]=2)[N:5]([NH:12][CH2:13][CH:14]([CH3:16])[CH3:15])[C:4](=[O:17])[C:3]=1[C:18]1[NH:23][C:22]2[CH:24]=[CH:25][C:26]([OH:28])=[CH:27][C:21]=2[S:20](=[O:30])(=[O:29])[N:19]=1.C(=O)([O-])[O-].[Cs+].[Cs+].Br[C:38]1[CH:43]=[CH:42][C:41]([Br:44])=[CH:40][N:39]=1>CS(C)=O>[Br:44][C:41]1[CH:42]=[CH:43][C:38]([O:28][C:26]2[CH:25]=[CH:24][C:22]3[NH:23][C:18]([C:3]4[C:4](=[O:17])[N:5]([NH:12][CH2:13][CH:14]([CH3:15])[CH3:16])[C:6]5[C:11]([C:2]=4[OH:1])=[CH:10][CH:9]=[CH:8][CH:7]=5)=[N:19][S:20](=[O:29])(=[O:30])[C:21]=3[CH:27]=2)=[N:39][CH:40]=1 |f:1.2.3|. Reported procedure: A mixture of the product of Example 321C (40.0 mg, 0.09 mmol), cesium carbonate (112 mg, 0.34 mmol), and 2,5-dibromopyridine (40.0 mg, 0.17 mmol) in dimethylsulfoxide (1.2 mL) was stirred while heating at 110° C. in a microwave reactor for 20 minutes. After cooling to 25° C., the purple mixture was partitioned between ethyl acetate and water. The aqueous layer was extracted with an additional portion of ethyl acetate. The combined organic layers were dried over sodium sulfate, filtered, concentr... Solvent: C(C)O (ethanol). Run at temperature 25 celsius, time 15 minute. Reaction SMILES: [ClH:1].[NH:2]1[CH:6]2[CH2:7][CH2:8][CH2:9][CH2:10][CH:5]2[N:4]=[C:3]1[C:11]1[CH:24]=[CH:23][C:22]2[S:21][C:20]3[C:15](=[CH:16][CH:17]=[CH:18][CH:19]=3)[N:14]([CH:25]([CH3:34])[CH2:26][N:27]3[CH2:31][CH2:30][CH2:29][C@@H:28]3[CH2:32][OH:33])[C:13]=2[CH:12]=1.C(OCC)C>C(O)C>[ClH:1].[ClH:1].[NH:4]1[CH:5]2[CH2:10][CH2:9][CH2:8][CH2:7][CH:6]2[N:2]=[C:3]1[C:11]1[CH:24]=[CH:23][C:22]2[S:21][C:20]3[C:15](=[CH:16][CH:17]=[CH:18][CH:19]=3)[N:14]([CH:25]([CH3:34])[CH2:26][N:27]3[CH2:31][CH2:30][CH2:29][C@@H:28]3[CH2:32][OH:33])[C:13]=2[CH:12]=1 |f:4.5.6|. Product: Cl.Cl.N1C(=NC2C1CCCC2)C2=CC=1N(C3=CC=CC=C3SC1C=C2)C(CN2[C@H](CCC2)CO)C (2-(3a,4,5,6,7,7a-Hexahydro-1H-benzimidazol-2-yl)-10-{1-[(2R)-2-hydroxymethyl-1-pyrrolidinyl]-2-propyl}phenothiazine dihydrochloride). The reactants are Cl (hydrochloric acid), N1C(=NC2C1CCCC2)C2=CC=1N(C3=CC=CC=C3SC1C=C2)C(CN2[C@H](CCC2)CO)C (2-(3a,4,5,6,7,7a-hexahydro-1H-benzimidazol-2-yl)-10-{1-[(2R)-2-hydroxymethyl-1-pyrrolidinyl]-2-propyl}phenothiazine), C(C)OCC (ethyl ether). Procedure details: 2.4N ethereal hydrochloric acid (2.9 cc) is added to a solution of 2-(3a,4,5,6,7,7a-hexahydro-1H-benzimidazol-2-yl)-10-{1-[(2R)-2-hydroxymethyl-1-pyrrolidinyl]-2-propyl}phenothiazine, L series (1.8 g) in absolute ethanol (14 cc). The solution thereby obtained is added dropwise to ethyl ether (500 cc) with brisk stirring. When the addition is complete, the suspension is stirred for 15 minutes at 25° C. and the mixture is filtered and washed with ethyl ether (3×25 cc) and the cake is then dried at... The reactants are O=C([O-])C=CC(=O)[O-], Cc1ccccc1C(=O)N=C=O, NC1CN2CCC1CC2. Product: Cc1ccccc1C(=O)NC(=O)NC1CN2CCC1CC2. As a reaction SMILES: [C:22]([O-:23])(=[O:24])[CH:25]=[CH:26][C:27]([O-:28])=[O:29].[CH3:10][c:11]1[c:12]([C:13](=[O:14])[N:15]=[C:16]=[O:17])[cH:18][cH:19][cH:20][cH:21]1.[NH2:1][CH:2]1[CH2:3][N:4]2[CH2:5][CH2:6][CH:7]1[CH2:8][CH2:9]2>>[NH:1]([CH:2]1[CH2:3][N:4]2[CH2:5][CH2:6][CH:7]1[CH2:8][CH2:9]2)[C:16]([NH:15][C:13]([c:12]1[c:11]([CH3:10])[cH:21][cH:20][cH:19][cH:18]1)=[O:14])=[O:17]. Reactants: COc1ccc(P2(=S)SP(=S)(c3ccc(OC)cc3)S2)cc1, CCOC(C)=O, C1CCOC1, O, NC(=O)Cc1csc(S)n1. The product is NC(=S)Cc1csc(S)n1. As a reaction SMILES: [CH3:16][O:17][c:18]1[cH:19][cH:20][c:21]([P:22]2(=[S:25])[S:23][P:24]([c:26]3[cH:27][cH:28][c:29]([O:30][CH3:31])[cH:32][cH:33]3)(=[S:34])[S:35]2)[cH:36][cH:37]1.[CH3:39][CH2:40][O:41][C:42](=[O:43])[CH3:44].[O:11]1[CH2:12][CH2:13][CH2:14][CH2:15]1.[OH2:38].[SH:1][c:2]1[s:3][cH:4][c:5]([CH2:7][C:8](=[O:9])[NH2:10])[n:6]1>>[SH:1][c:2]1[s:3][cH:4][c:5]([CH2:7][C:8]([NH2:10])=[S:25])[n:6]1. Starting materials: Cl.N[C@@H]1[C@H](CCC1)NC(C1=C(C=CC=C1)C1=NC(=NO1)C)=O (N-[(1S,2S)-2-aminocyclopentyl]-2-(3-methyl-1,2,4-oxadiazol-5-yl)benzamide hydrochloride), N=1N(N=CC1)C1=C(C(=O)O)C=CC=C1 (2-(2H-1,2,3-triazol-2-yl)benzoic acid), Cl.N[C@@H]1[C@H](CCC1)NC(C1=C(C=CC=C1)C1=NC(=NO1)C)=O (N-[(1S,2S)-2-aminocyclopentyl]-2-(3-methyl-1,2,4-oxadiazol-5-yl)benzamide hydrochloride), N[C@@H]1[C@H](CCC1)NC(OC(C)(C)C)=O (tert-butyl N-[(1S,2S)-2-aminocyclopentyl]carbamate). Product: Cl.N[C@@H]1[C@H](CCC1)NC(C1=C(C=CC=C1)N1N=CC=N1)=O (N-[(1S,2S)-2-Aminocyclopentyl]-2-(2H-1,2,3-triazol-2-yl)benzamide hydrochloride). As a reaction SMILES: [ClH:1].[NH2:2][C@H:3]1[CH2:7][CH2:6][CH2:5][C@@H:4]1[NH:8][C:9](=[O:22])[C:10]1[CH:15]=[CH:14][CH:13]=[CH:12][C:11]=1C1ON=C(C)N=1.N[C@H]1CCC[C@@H]1NC(=O)OC(C)(C)C.[N:37]1[N:38](C2C=CC=CC=2C(O)=O)[N:39]=[CH:40][CH:41]=1>>[ClH:1].[NH2:2][C@H:3]1[CH2:7][CH2:6][CH2:5][C@@H:4]1[NH:8][C:9](=[O:22])[C:10]1[CH:15]=[CH:14][CH:13]=[CH:12][C:11]=1[N:38]1[N:39]=[CH:40][CH:41]=[N:37]1 |f:0.1,4.5|. Procedure: Prepared according to the procedure for N-[(1S,2S)-2-aminocyclopentyl]-2-(3-methyl-1,2,4-oxadiazol-5-yl)benzamide hydrochloride (Intermediate 2) from tert-butyl N-[(1S,2S)-2-aminocyclopentyl]carbamate (CAS number 586961-34-4; 1.58 g, 7.94 mmol) and 2-(2H-1,2,3-triazol-2-yl)benzoic acid (CAS number 1001401-62-2; 1.64 g, 8.68 mmol) to afford the title compound. The reactants are C1CO1, [H-], [Na+], C1COCCO1, O, Oc1cccc2cc[nH]c12. Yields the product OCCOc1cccc2cc[nH]c12. Reaction SMILES: [CH2:11]1[CH2:12][O:13]1.[H-:15].[Na+:14].[O:17]1[CH2:18][CH2:19][O:20][CH2:21][CH2:22]1.[OH2:16].[OH:1][c:2]1[cH:3][cH:4][cH:5][c:6]2[cH:7][cH:8][nH:9][c:10]12>>[O:1]([c:2]1[cH:3][cH:4][cH:5][c:6]2[cH:7][cH:8][nH:9][c:10]12)[CH2:11][CH2:12][OH:13]. Starting materials: NC1=C(N)C=CC(=C1)OCC1=CC=CC=C1 (2-amino-4-(benzyloxy)aniline), [Cl-] (chloride), C(C1=CC=CC=C1)OC=1C=C(C(=O)O)C=CC1C12CC3CC(CC(C1)C3)C2 (3-benzyloxy-4-(1-adamantyl)benzoic acid). Solvent: C(C)(=O)OCC.CCCCCC (ethyl acetate hexane). Yields the product C(C1=CC=CC=C1)OC1=CC(=C(NC(C2=CC(=C(C=C2)C23CC4CC(CC(C2)C4)C3)OCC3=CC=CC=C3)=O)C=C1)N (4-Benzyloxy-2-amino-N-[3-benzyloxy-4-(1-adamantyl)benzoyl]aniline). As a reaction SMILES: [NH2:1][C:2]1[CH:8]=[C:7]([O:9][CH2:10][C:11]2[CH:16]=[CH:15][CH:14]=[CH:13][CH:12]=2)[CH:6]=[CH:5][C:3]=1[NH2:4].[Cl-].[CH2:18]([O:25][C:26]1[CH:27]=[C:28]([CH:32]=[CH:33][C:34]=1[C:35]12[CH2:44][CH:39]3[CH2:40][CH:41]([CH2:43][CH:37]([CH2:38]3)[CH2:36]1)[CH2:42]2)[C:29](O)=[O:30])[C:19]1[CH:24]=[CH:23][CH:22]=[CH:21][CH:20]=1>C(OCC)(=O)C.CCCCCC>[CH2:10]([O:9][C:7]1[CH:6]=[CH:5][C:3]([NH:4][C:29](=[O:30])[C:28]2[CH:32]=[CH:33][C:34]([C:35]34[CH2:36][CH:37]5[CH2:38][CH:39]([CH2:40][CH:41]([CH2:43]5)[CH2:42]3)[CH2:44]4)=[C:26]([O:25][CH2:18][C:19]3[CH:20]=[CH:21][CH:22]=[CH:23][CH:24]=3)[CH:27]=2)=[C:2]([NH2:1])[CH:8]=1)[C:11]1[CH:12]=[CH:13][CH:14]=[CH:15][CH:16]=1 |f:3.4|. Procedure: 2.7 g (12.7 mM) of 2-amino-4-(benzyloxy)aniline and 5 g (12.7 mM) of the chloride of 3-benzyloxy-4-(1-adamantyl)benzoic acid are treated under the conditions described in Example 1(f) to lead, after the same treatment andchromatography on silica in the ethyl acetate/hexane (30/70) eluent, to 4.2g (59.3%) of the expected derivative, of melting point 178° C. Starting materials: CCO, Oc1cccc(Oc2ccc(Cl)nn2)c1, N, O. Product: Oc1cccc(Oc2cccnn2)c1. As a reaction SMILES: [CH3:18][CH2:19][OH:20].[Cl:1][c:2]1[n:3][n:4][c:5]([O:8][c:9]2[cH:10][c:11]([OH:15])[cH:12][cH:13][cH:14]2)[cH:6][cH:7]1.[NH3:17].[OH2:16]>>[cH:2]1[n:3][n:4][c:5]([O:8][c:9]2[cH:10][c:11]([OH:15])[cH:12][cH:13][cH:14]2)[cH:6][cH:7]1. As a reaction SMILES: Br[C:2]1[CH:7]=[C:6]([S:8]([C:11]2[CH:16]=[CH:15][C:14]([NH2:17])=[CH:13][CH:12]=2)(=[O:10])=[O:9])[CH:5]=[C:4]([N:18]2[CH2:22][CH2:21][CH2:20][CH2:19]2)[N:3]=1.[S:23]1[CH:27]=[CH:26][C:25](B(O)O)=[CH:24]1.C(=O)([O-])[O-].[Na+].[Na+]>COCCOC.O.C1C=CC(P(C2C=CC=CC=2)C2C=CC=CC=2)=CC=1.C1C=CC(P(C2C=CC=CC=2)C2C=CC=CC=2)=CC=1.Cl[Pd]Cl>[N:18]1([C:4]2[CH:5]=[C:6]([S:8]([C:11]3[CH:16]=[CH:15][C:14]([NH2:17])=[CH:13][CH:12]=3)(=[O:10])=[O:9])[CH:7]=[C:2]([C:25]3[CH:26]=[CH:27][S:23][CH:24]=3)[N:3]=2)[CH2:22][CH2:21][CH2:20][CH2:19]1 |f:2.3.4,7.8.9|. Reactants: BrC1=NC(=CC(=C1)S(=O)(=O)C1=CC=C(C=C1)N)N1CCCC1 (4-(2-bromo-6-pyrrolidine-1-yl-pyridine-4-sulfonyl)-phenylamine), S1C=C(C=C1)B(O)O (3-thiophen-boronic acid), C([O-])([O-])=O.[Na+].[Na+] (sodium carbonate). The reagents and catalysts are C1=CC=C(C=C1)P(C2=CC=CC=C2)C3=CC=CC=C3.C1=CC=C(C=C1)P(C2=CC=CC=C2)C3=CC=CC=C3.Cl[Pd]Cl (bis(triphenylphosphine)-palladium(II)-chloride). Procedure: A mixture of 191 mg (0.5 mmole) 4-(2-bromo-6-pyrrolidine-1-yl-pyridine-4-sulfonyl)-phenylamine, 70 mg (0.5 mmole) 3-thiophen-boronic acid, 55 mg sodium carbonate and 18 mg bis(triphenylphosphine)-palladium(II)-chloride is refluxed for 18 hours in 5 ml 1,2-dimethoxyethane and 0.25 ml water. The solvent is removed and the residue is diluted with dichloromethane. The dichloromethane solution is washed twice with water, dried over magnesiumsulfate and concentrated in vacuo. Flash chromatography (sil... Yields the product N1(CCCC1)C1=NC(=CC(=C1)S(=O)(=O)C1=CC=C(C=C1)N)C1=CSC=C1 (4-(2-pyrrolidine-1-yl-6-thiophen-3-yl-pyridine-4-sulfonyl)-phenylamine). Solvent: COCCOC (1,2-dimethoxyethane), O (water). The yield is 16.6%.